The task is: describe an organic reaction: reactants, conditions, products, and yield. This data is from the Open Reaction Database (ORD), a public repository of structured organic reaction records. The reactants are 3R, (2′S, 3S)-1-[2-(tert-Butoxycarbonylamino)propyl]-3-ethyl-2,3,7,8-tetrahydrofuro[2,3-g]indoles, C(C)(C)(C)OC(=O)N[C@H](CN1C=C(C2=CC=C3C(=C12)CCO3)CC)C ((S)-1-[2-(tert-butoxycarbonylamino)propyl]-3-ethyl-7,8-dihydrofuro[2,3-g]indole), C(#N)[BH3-].[Na+] (sodium cyanoborohydride), resultant mixture, CHCH3, crude products, [OH-].[NH4+] (ammonium hydroxide). The solvent is C(C)(=O)O (acetic acid), ClCCl (dichloromethane). Yields the product C1=CC2=C(C=C1O)C(=CN2)CCN (serotonin). Yield: 45.0%. Reaction SMILES: C(OC(N[C@@H](C)C[N:11]1[C:19]2[C:14](=[CH:15][CH:16]=[C:17]3OCC[C:18]3=2)[C:13]([CH2:23][CH3:24])=[CH:12]1)=O)(C)(C)C.C([BH3-])#N.[Na+].[OH-:30].[NH4+:31]>C(O)(=O)C.ClCCl>[CH:17]1[C:16]([OH:30])=[CH:15][C:14]2[C:13]([CH2:23][CH2:24][NH2:31])=[CH:12][NH:11][C:19]=2[CH:18]=1 |f:1.2,3.4|. Procedure: 3-Acetyl-7,8-dihydrofuro[2,3-g]indole To stirred N,N-dimethylacetamide (2.1 mL) under Ar at 0° C. was added phosphorous oxychloride (1.0 mL, 10.7 mmol) dropwise over 10 min. The resultant pale yellow mixture was allowed to warm to ambient temperature, then a solution of 7,8-dihydrofuro[2,3-g]indole (800 mg, 5.0 mmol) in N,N-dimethylacetamide (1.5 mL) was added over 3 min and the mixture was stirred for 2 h. The resultant suspension was heated at 65° C. for 30 min, then cooled in an ice-water bat... Product: COC(=O)c1[nH]c2cc(Cl)ccc2c1NCCC(=O)c1ccccc1. Reactants: COC(=O)c1c(NCCC(=O)c2ccccc2)c2ccc(Cl)cc2n1C(=O)OC(C)(C)C, ClCCl, CCOC(C)=O. As a reaction SMILES: [CH2:1]([C:2](=[O:3])[c:4]1[cH:5][cH:6][cH:7][cH:8][cH:9]1)[CH2:10][NH:11][c:12]1[c:13]([C:29](=[O:30])[O:31][CH3:32])[n:14]([C:22]([O:23][C:24]([CH3:25])([CH3:26])[CH3:27])=[O:28])[c:15]2[cH:16][c:17]([Cl:21])[cH:18][cH:19][c:20]12.[CH2:39]([Cl:40])[Cl:41].[CH3:33][CH2:34][O:35][C:36](=[O:37])[CH3:38]>>[CH2:1]([C:2](=[O:3])[c:4]1[cH:5][cH:6][cH:7][cH:8][cH:9]1)[CH2:10][NH:11][c:12]1[c:13]([C:29](=[O:30])[O:31][CH3:32])[nH:14][c:15]2[cH:16][c:17]([Cl:21])[cH:18][cH:19][c:20]12.